Dataset: the Open Reaction Database (ORD), a public repository of structured organic reaction records. Task: describe an organic reaction: reactants, conditions, products, and yield Starting materials: ClC(=O)OCC(C)C (isobutyl chloroformate), N[C@@H](C(C)C)C(=O)O ((L)-valine). The solvent is [OH-].[Na+] (sodium hydroxide). Run at time 18 hour. Product: C(C(C)C)OC(=O)N[C@@H](C(C)C)C(=O)O (N-(Isobutoxycarbonyl)-(L)-valine). Reaction SMILES: Cl[C:2]([O:4][CH2:5][CH:6]([CH3:8])[CH3:7])=[O:3].[NH2:9][C@H:10]([C:14]([OH:16])=[O:15])[CH:11]([CH3:13])[CH3:12]>[OH-].[Na+]>[CH2:5]([O:4][C:2]([NH:9][C@H:10]([C:14]([OH:16])=[O:15])[CH:11]([CH3:13])[CH3:12])=[O:3])[CH:6]([CH3:8])[CH3:7] |f:2.3|. Reported procedure: 11.2 ml (85.3 mmol) of isobutyl chloroformate are added to a solution of 10 g (85.3 mmol) of (L)-valine in 100 ml of 2N sodium hydroxide solution and the solution is stirred at RT for 18 h. The reaction solution is washed with methylene chloride, acidified with 4N hydrochloric acid and extracted with methylene chloride. The organic extracts are washed with brine and filtered through cotton wadding to yield the title compound in the form of a colourless resin after concentration by evaporation. 1... Starting materials: C(C1=CC=CC=C1)(=O)C1=C(C(=O)O)C=CC=C1 (2-Benzoylbenzoic acid), N[C@H](CO)CC1=CC=CC=C1 ((S)-2-amino-3-phenyl-1-propanol). Product: C(C1=CC=CC=C1)(=O)C1=C(C(=O)N[C@H](CO)CC2=CC=CC=C2)C=CC=C1 ((S)-2-Benzoyl-N-(3-phenylpropan-1-ol-2-yl)benzamide). Isolated yield 86.0%. Reaction SMILES: [C:1]([C:9]1[CH:17]=[CH:16][CH:15]=[CH:14][C:10]=1[C:11]([OH:13])=O)(=[O:8])[C:2]1[CH:7]=[CH:6][CH:5]=[CH:4][CH:3]=1.[NH2:18][C@@H:19]([CH2:22][C:23]1[CH:28]=[CH:27][CH:26]=[CH:25][CH:24]=1)[CH2:20][OH:21]>>[C:1]([C:9]1[CH:17]=[CH:16][CH:15]=[CH:14][C:10]=1[C:11]([NH:18][C@@H:19]([CH2:22][C:23]1[CH:28]=[CH:27][CH:26]=[CH:25][CH:24]=1)[CH2:20][OH:21])=[O:13])(=[O:8])[C:2]1[CH:3]=[CH:4][CH:5]=[CH:6][CH:7]=1. Procedure: 2-Benzoylbenzoic acid was reacted with (S)-2-amino-3-phenyl-1-propanol by the method of procedure 3c. 2.6 g (86%) of the product were obtained. Starting materials: Cc1cc(OCC2CN(C)c3ccccc3O2)cc(C)c1C(=O)Nc1cc(C(C)C(=O)[O-])ccc1C(F)(F)F, CO, Cl, [Na+], C1CCOC1, [OH-], O. Product: Cc1cc(OCC2CN(C)c3ccccc3O2)cc(C)c1C(=O)Nc1cc(CC(=O)O)ccc1C(F)(F)F. Reaction SMILES: [CH3:1][CH:2]([C:3](=[O:4])[O-:5])[c:6]1[cH:7][c:8]([NH:16][C:17]([c:18]2[c:19]([CH3:38])[cH:20][c:21]([O:25][CH2:26][CH:27]3[O:28][c:29]4[c:30]([cH:34][cH:35][cH:36][cH:37]4)[N:31]([CH3:33])[CH2:32]3)[cH:22][c:23]2[CH3:24])=[O:39])[c:9]([C:12]([F:13])([F:14])[F:15])[cH:10][cH:11]1.[CH3:49][OH:50].[ClH:47].[Na+:46].[O:40]1[CH2:41][CH2:42][CH2:43][CH2:44]1.[OH-:45].[OH2:48]>>[CH2:2]([C:3](=[O:4])[OH:5])[c:6]1[cH:7][c:8]([NH:16][C:17]([c:18]2[c:19]([CH3:38])[cH:20][c:21]([O:25][CH2:26][CH:27]3[O:28][c:29]4[c:30]([cH:34][cH:35][cH:36][cH:37]4)[N:31]([CH3:33])[CH2:32]3)[cH:22][c:23]2[CH3:24])=[O:39])[c:9]([C:12]([F:13])([F:14])[F:15])[cH:10][cH:11]1. Reactants: N1(CCNCC1)C1=CC=C(C(=O)OCCCC)C=C1 (n-butyl 4-(piperazin-1-yl)-benzoate), C1C(C)O1 (propylene oxide). Solvent: CO (methanol). Product: OC(CC1=CC=C(C=C1)N1CCN(CC1)C1=CC=C(C(=O)OCCCC)C=C1)C (n-Butyl 4-{1-[4-(2-hydroxypropyl)-phenyl]-piperazin-4-yl}-benzoate). The yield is 78.0%. As a reaction SMILES: [N:1]1([C:7]2[CH:19]=[CH:18][C:10]([C:11]([O:13][CH2:14][CH2:15][CH2:16][CH3:17])=[O:12])=[CH:9][CH:8]=2)[CH2:6][CH2:5][NH:4][CH2:3][CH2:2]1.[CH2:20]1[O:23][CH:21]1[CH3:22]>CO>[OH:23][CH:21]([CH3:22])[CH2:20][C:7]1[CH:19]=[CH:18][C:10]([N:4]2[CH2:3][CH2:2][N:1]([C:7]3[CH:8]=[CH:9][C:10]([C:11]([O:13][CH2:14][CH2:15][CH2:16][CH3:17])=[O:12])=[CH:18][CH:19]=3)[CH2:6][CH2:5]2)=[CH:9][CH:8]=1. Reported procedure: A mixture of 13.1 g. (50 mmole) n-butyl 4-(piperazin-1-yl)-benzoate, 2.9 g. (50 mmole) propylene oxide and 6 ml. methanol is stirred for 24 hours at 20° C. The solvent is then evaporated off and the residue is triturated with ligroin to give a yield of 78% of theory of the desired product; m.p. 85°-86° C.